This data is from the Open Reaction Database (ORD), a public repository of structured organic reaction records. The task is: describe an organic reaction: reactants, conditions, products, and yield Starting materials: COC(=O)c1ccccc1CBr, CCCc1nc(C)[nH]c(=O)c1Cc1ccc(-c2ccccc2C#N)cc1, CN(C)C=O, CCOC(C)=O, [H-], [Na+]. Product: CCCc1nc(C)n(Cc2ccccc2C(=O)OC)c(=O)c1Cc1ccc(-c2ccccc2C#N)cc1. RXN SMILES: [Br:34][CH2:35][c:36]1[c:37]([C:38](=[O:39])[O:40][CH3:41])[cH:42][cH:43][cH:44][cH:45]1.[CH3:1][c:2]1[nH:3][c:4](=[O:26])[c:5]([CH2:11][c:12]2[cH:13][cH:14][c:15](-[c:18]3[c:19]([C:24]#[N:25])[cH:20][cH:21][cH:22][cH:23]3)[cH:16][cH:17]2)[c:6]([CH2:8][CH2:9][CH3:10])[n:7]1.[CH3:29][N:30]([CH3:31])[CH:32]=[O:33].[CH3:46][CH2:47][O:48][C:49](=[O:50])[CH3:51].[H-:27].[Na+:28]>>[CH3:1][c:2]1[n:3]([CH2:35][c:36]2[c:37]([C:38](=[O:39])[O:40][CH3:41])[cH:42][cH:43][cH:44][cH:45]2)[c:4](=[O:26])[c:5]([CH2:11][c:12]2[cH:13][cH:14][c:15](-[c:18]3[c:19]([C:24]#[N:25])[cH:20][cH:21][cH:22][cH:23]3)[cH:16][cH:17]2)[c:6]([CH2:8][CH2:9][CH3:10])[n:7]1.